From a dataset of the Open Reaction Database (ORD), a public repository of structured organic reaction records. describe an organic reaction: reactants, conditions, products, and yield Reactants: C(C)(C)(C)OC(=O)NCC1=CC=C(CNC([C@@H](O)[C@H](O)C(=O)NCC2=CC=C(C=C2)CNC(=O)OC(C)(C)C)=O)C=C1 (N,N'-bis-(4-tert.-butoxycarbonylaminomethyl-benzyl)-D-tartaramide), FC(C(=O)O)(F)F (trifluoroacetic acid). Run at time 5 hour. Product: FC(C(=O)O)(F)F.FC(C(=O)O)(F)F.NCC1=CC=C(CNC([C@@H](O)[C@H](O)C(=O)NCC2=CC=C(C=C2)CN)=O)C=C1 (N,N'-bis-(4-aminomethyl-benzyl)-D-tartaramide di(trifluoroacetate)). RXN SMILES: C(OC([NH:8][CH2:9][C:10]1[CH:42]=[CH:41][C:13]([CH2:14][NH:15][C:16](=[O:40])[C@H:17]([C@@H:19]([C:21]([NH:23][CH2:24][C:25]2[CH:30]=[CH:29][C:28]([CH2:31][NH:32]C(OC(C)(C)C)=O)=[CH:27][CH:26]=2)=[O:22])[OH:20])[OH:18])=[CH:12][CH:11]=1)=O)(C)(C)C.[F:43][C:44]([F:49])([F:48])[C:45]([OH:47])=[O:46]>>[F:43][C:44]([F:49])([F:48])[C:45]([OH:47])=[O:46].[F:43][C:44]([F:49])([F:48])[C:45]([OH:47])=[O:46].[NH2:8][CH2:9][C:10]1[CH:42]=[CH:41][C:13]([CH2:14][NH:15][C:16](=[O:40])[C@H:17]([C@@H:19]([C:21]([NH:23][CH2:24][C:25]2[CH:26]=[CH:27][C:28]([CH2:31][NH2:32])=[CH:29][CH:30]=2)=[O:22])[OH:20])[OH:18])=[CH:12][CH:11]=1 |f:2.3.4|. Reported procedure: 0.594 g of N,N'-bis-(4-tert.-butoxycarbonylaminomethyl-benzyl)-D-tartaramide was dissolved in 0.8 ml of trifluoroacetic acid at 0° C. and subsequently stirred at room temperature for 5 hours; the mixture was subsequently evaporated and the residue was treated with methylene chloride/ether (1:1). The precipitate which formed was filtered off. There was obtained N,N'-bis-(4-aminomethyl-benzyl)-D-tartaramide di(trifluoroacetate), MS: m/z 387.4 ([M+H]+). Starting materials: C(\C=C\C)=O ((E)-but-2-enal), C([O-])(O)=O.[Na+] (sodium bicarbonate), NC=1C=C(C=CC1)CC(=O)O (2-(3-aminophenyl)acetic acid), [OH-].[Na+] (sodium hydroxide). Run in CCOCC (ether), C(C)(=O)OCC (ethyl acetate), Cl (HCl), CO (MeOH). Yields the product CC1=NC2=CC(=CC=C2C=C1)CC(=O)OC (methyl 2-(2-methylquinolin-7-yl)acetate). RXN SMILES: [NH2:1][C:2]1[CH:3]=[C:4]([CH2:8][C:9]([OH:11])=[O:10])[CH:5]=[CH:6][CH:7]=1.[CH:12](=O)/[CH:13]=[CH:14]/[CH3:15].[OH-].[Na+].[C:19](=O)(O)[O-].[Na+]>Cl.CO.C(OCC)(=O)C.CCOCC>[CH3:12][C:13]1[CH:14]=[CH:15][C:7]2[C:2](=[CH:3][C:4]([CH2:8][C:9]([O:11][CH3:19])=[O:10])=[CH:5][CH:6]=2)[N:1]=1 |f:2.3,4.5|. Procedure: 2-(3-aminophenyl)acetic acid (11.0 g, 72.8 mmol) was dissolved in 6 N HCl (200 mL) and heated to reflux. (E)-but-2-enal (11.9 mL, 146 mmol) was added dropwise over 10 minutes. The reaction was heated at reflux for 2 hours. After cooling to ambient temperature, the reaction mixture was basified with sodium hydroxide to pH˜12 and ether (100 mL) was added. The aqueous layer was separated, acidified with saturated potassium hydrogen sulfate to pH˜3-4, extracted with 3:1 CHCl3:IPA (3×300 mL), dried (... Reactants: CCCCCC.C(C)(=O)OCC (hexane ethyl acetate), BrCC1=C(C=CC=C1)C=1N=NSC1 (4-(2-bromomethyl-phenyl)-[1,2,3]thiadiazole), [N-]=[N+]=[N-].[Na+] (sodium azide), C(C)(=O)OCC (Ethyl acetate). Solvent: CN(C=O)C (N,N-dimethylformamide). Product: N(=[N+]=[N-])CC1=C(C=CC=C1)C=1N=NSC1 (4-(2-azidomethyl-phenyl)-[1,2,3]thiadiazole). RXN SMILES: Br[CH2:2][C:3]1[CH:8]=[CH:7][CH:6]=[CH:5][C:4]=1[C:9]1[N:10]=[N:11][S:12][CH:13]=1.[N-:14]=[N+:15]=[N-:16].[Na+].C(OCC)(=O)C.CCCCCC.C(OCC)(=O)C>CN(C)C=O>[N:14]([CH2:2][C:3]1[CH:8]=[CH:7][CH:6]=[CH:5][C:4]=1[C:9]1[N:10]=[N:11][S:12][CH:13]=1)=[N+:15]=[N-:16] |f:1.2,4.5|. Reported procedure: A solution of 4-(2-bromomethyl-phenyl)-[1,2,3]thiadiazole (7.0 g, 0.027 mol) and sodium azide (5.3 g, 0.081 mol) in N,N-dimethylformamide (200 ml) was stirred at room temperature overnight. Ethyl acetate was added and the reaction mixture was washed with water and brine. Drying and solvent evaporation gave an oil; flash chromatography (silica gel, hexane-ethyl acetate, 96:4) gave 4-(2-azidomethyl-phenyl)-[1,2,3]thiadiazole; 1H NMR (CDCl3, 300 MHz) δ8.74 (s, 1H), 7.76 (m, 1H), 7.53 (m, 3H), 4.54 ... Starting materials: ClC(=O)OC1CCCC1 (Cyclopentyl chloroformate), FC(C(=O)O)(F)F.C(C)OC1=CC(=C(OC2=C3C(=NC=N2)N(N=C3)C3CCNCC3)C=C1)F (4-(4-ethoxy-2-fluoro-phenoxy)-1-piperidin-4-yl-1H-pyrazolo[3,4-d]pyrimidine trifluoroacetate salt), FC(C(=O)O)(F)F.C(C)OC1=CC(=C(OC2=C3C(=NC=N2)N(N=C3)C3CCNCC3)C=C1)F (4-(4-ethoxy-2-fluoro-phenoxy)-1-piperidin-4-yl-1H-pyrazolo[3,4-d]pyrimidine trifluoroacetate salt), C(C)(C)N(CC)C(C)C (diisopropylethylamine), O (Water). Solvent: ClCCl (dichloromethane). Conditions: time 8 hour. The product is C1(CCCC1)OC(=O)N1CCC(CC1)N1N=CC=2C1=NC=NC2OC2=C(C=C(C=C2)OCC)F (4-[4-(4-ethoxy-2-fluorophenoxy)-pyrazolo[3,4-d]pyrimidin-1-yl]-piperidine-1-carboxylic acid cyclopentyl ester). The yield is 98.3%. RXN SMILES: Cl[C:2]([O:4][CH:5]1[CH2:9][CH2:8][CH2:7][CH2:6]1)=[O:3].FC(F)(F)C(O)=O.[CH2:17]([O:19][C:20]1[CH:41]=[CH:40][C:23]([O:24][C:25]2[N:30]=[CH:29][N:28]=[C:27]3[N:31]([CH:34]4[CH2:39][CH2:38][NH:37][CH2:36][CH2:35]4)[N:32]=[CH:33][C:26]=23)=[C:22]([F:42])[CH:21]=1)[CH3:18].C(N(C(C)C)CC)(C)C.O>ClCCl>[CH:5]1([O:4][C:2]([N:37]2[CH2:38][CH2:39][CH:34]([N:31]3[C:27]4=[N:28][CH:29]=[N:30][C:25]([O:24][C:23]5[CH:40]=[CH:41][C:20]([O:19][CH2:17][CH3:18])=[CH:21][C:22]=5[F:42])=[C:26]4[CH:33]=[N:32]3)[CH2:35][CH2:36]2)=[O:3])[CH2:9][CH2:8][CH2:7][CH2:6]1 |f:1.2|. Reported procedure: Cyclopentyl chloroformate (12 mg, 0.078 mmol) was added to a mixture of 4-(4-ethoxy-2-fluoro-phenoxy)-1-piperidin-4-yl-1H-pyrazolo[3,4-d]pyrimidine trifluoroacetate salt (Intermediate 29; 28 mg, 0.078 mmol), diisopropylethylamine (30 mg, 0.235 mmol) in dichloromethane (2 mL). The reaction was stirred at room temperature overnight. Water was added to quench the reaction and the aqueous layer was extracted three times with dichloromethane. The combined organic layers were dried (sodium sulfate), f... Starting materials: C1CCNCC1, CCO, Cc1c(N2CCN(c3ncccc3C#N)CC2)nc2c(C=O)cnn2c1NC1CC1, O, O=C1CSC(=O)N1. Yields the product Cc1c(N2CCN(c3ncccc3C#N)CC2)nc2c(C=C3SC(=O)NC3=O)cnn2c1NC1CC1. RXN SMILES: [CH2:38]1[CH2:39][CH2:40][NH:41][CH2:42][CH2:43]1.[CH3:44][CH2:45][OH:46].[CH:8]1([NH:11][c:12]2[c:13]([CH3:37])[c:14]([N:23]3[CH2:24][CH2:25][N:26]([c:29]4[c:30]([C:31]#[N:32])[cH:33][cH:34][cH:35][n:36]4)[CH2:27][CH2:28]3)[n:15][c:16]3[n:17]2[n:18][cH:19][c:20]3[CH:21]=[O:22])[CH2:9][CH2:10]1.[OH2:47].[S:1]1[C:2](=[O:7])[NH:3][C:4](=[O:6])[CH2:5]1>>[S:1]1[C:2](=[O:7])[NH:3][C:4](=[O:6])[C:5]1=[CH:21][c:20]1[c:16]2[n:15][c:14]([N:23]3[CH2:24][CH2:25][N:26]([c:29]4[c:30]([C:31]#[N:32])[cH:33][cH:34][cH:35][n:36]4)[CH2:27][CH2:28]3)[c:13]([CH3:37])[c:12]([NH:11][CH:8]3[CH2:9][CH2:10]3)[n:17]2[n:18][cH:19]1. Yields the product CC1CCN(c2nc(N(C)C#N)nc(Cl)c2-c2ccccc2)CC1. The reactants are O=C([O-])[O-], CCOC(C)=O, CN(C)C=O, CC1CCN(c2nc(S(C)(=O)=O)nc(Cl)c2-c2ccccc2)CC1, [K+], [K+], CNC#N, O. Reaction SMILES: [C:25](=[O:26])([O-:27])[O-:28].[CH3:35][CH2:36][O:37][C:38](=[O:39])[CH3:40].[CH3:41][N:42]([CH3:43])[CH:44]=[O:45].[Cl:1][c:2]1[n:3][c:4]([S:21]([CH3:22])(=[O:23])=[O:24])[n:5][c:6]([N:14]2[CH2:15][CH2:16][CH:17]([CH3:20])[CH2:18][CH2:19]2)[c:7]1-[c:8]1[cH:9][cH:10][cH:11][cH:12][cH:13]1.[K+:29].[K+:30].[N:31]#[C:32][NH:33][CH3:34].[OH2:46]>>[Cl:1][c:2]1[n:3][c:4]([N:33]([C:32]#[N:31])[CH3:34])[n:5][c:6]([N:14]2[CH2:15][CH2:16][CH:17]([CH3:20])[CH2:18][CH2:19]2)[c:7]1-[c:8]1[cH:9][cH:10][cH:11][cH:12][cH:13]1.